Dataset: the Open Reaction Database (ORD), a public repository of structured organic reaction records. Task: describe an organic reaction: reactants, conditions, products, and yield Reactants: C([O-])([O-])=O.[K+].[K+] (potassium carbonate), ClP1(OC2=C(CO1)C=CC=C2)=S (2-chloro-4H-1,3,2-benzodioxaphosphorin-2-sulfide). Solvent: CO (methanol). Reaction conditions: time 2 hour. Product: COP1(OC2=C(CO1)C=CC=C2)=S (2-methoxy-4H-1,3,2-benzodioxaphosphorin-2-sulfide). Yield: 88.8%. Reaction SMILES: [C:1](=[O:4])([O-])[O-].[K+].[K+].Cl[P:8]1(=[S:18])[O:13][CH2:12][C:11]2[CH:14]=[CH:15][CH:16]=[CH:17][C:10]=2[O:9]1>CO>[CH3:12][O:13][P:8]1(=[S:18])[O:4][CH2:1][C:11]2[CH:14]=[CH:15][CH:16]=[CH:17][C:10]=2[O:9]1 |f:0.1.2|. Procedure: Into a reaction flask was placed 150 ml methanol, 21 g (0.15 moles) potassium carbonate, and 22 g (0.1 moles) of 2-chloro-4H-1,3,2-benzodioxaphosphorin-2-sulfide. The reaction mixture was stirred at room temperature for 2 hours, filtered, and the axcess methanol recovered via reduced pressure. The residue was dissolved in 50 ml chloroform, washed with two portions of water (total of 100 ml), dried over sodium sulfate, filtered, and the solvent removed under reduced pressure. The residue crystall... Procedure: To a solution of ethyl 2-[4-butoxy-3-[[(tert-butoxycarbonyl)amino]methyl]-2-isobutyl-1-oxo-1,2-dihydro-6-isoquinolinyl]-1,3-thiazole-4-carboxylate (1.12 g, 2 mmol) in tetrahydrofuran (10 ml)-ethanol (5 ml) was added 1N sodium hydroxide (4 ml) and the mixture was stirred at room temperature for 1 h. The reaction mixture was poured into water, acidified with 1N hydrochloric acid and extracted with ethyl acetate. The extract was washed with brine, dried over anhydrous magnesium sulfate and concentr... Run at time 1 hour. Reactants: C(CCC)OC1=C(N(C(C2=CC=C(C=C12)C=1SC=C(N1)C(=O)OCC)=O)CC(C)C)CNC(=O)OC(C)(C)C (ethyl 2-[4-butoxy-3-[[(tert-butoxycarbonyl)amino]methyl]-2-isobutyl-1-oxo-1,2-dihydro-6-isoquinolinyl]-1,3-thiazole-4-carboxylate), C(C)O (ethanol), [OH-].[Na+] (sodium hydroxide), Cl (hydrochloric acid). Isolated yield 91.6%. The solvent is O1CCCC1 (tetrahydrofuran), O (water). RXN SMILES: [CH2:1]([O:5][C:6]1[C:15]2[C:10](=[CH:11][CH:12]=[C:13]([C:16]3[S:17][CH:18]=[C:19]([C:21]([O:23]CC)=[O:22])[N:20]=3)[CH:14]=2)[C:9](=[O:26])[N:8]([CH2:27][CH:28]([CH3:30])[CH3:29])[C:7]=1[CH2:31][NH:32][C:33]([O:35][C:36]([CH3:39])([CH3:38])[CH3:37])=[O:34])[CH2:2][CH2:3][CH3:4].C(O)C.[OH-].[Na+].Cl>O1CCCC1.O>[CH2:1]([O:5][C:6]1[C:15]2[C:10](=[CH:11][CH:12]=[C:13]([C:16]3[S:17][CH:18]=[C:19]([C:21]([OH:23])=[O:22])[N:20]=3)[CH:14]=2)[C:9](=[O:26])[N:8]([CH2:27][CH:28]([CH3:29])[CH3:30])[C:7]=1[CH2:31][NH:32][C:33]([O:35][C:36]([CH3:39])([CH3:38])[CH3:37])=[O:34])[CH2:2][CH2:3][CH3:4] |f:2.3|. Yields the product C(CCC)OC1=C(N(C(C2=CC=C(C=C12)C=1SC=C(N1)C(=O)O)=O)CC(C)C)CNC(=O)OC(C)(C)C (2-[4-butoxy-3-[[(tert-butoxycarbonyl)amino]methyl]-2-isobutyl-1-oxo-1,2-dihydro-6-isoquinolinyl]-1,3-thiazole-4-carboxylic acid). Product: CN(C)CC(COC1=CC=C(NC2=NC=CC(=N2)N(C2=CC=CC=C2)CCCC)C=C1)O (2-{4-[3-(N,N-Dimethyl)amino-2-hydroxypropoxy]anilino}-4-(N-(n-butyl)anilino)pyrimidine). Procedure details: 2-Chloro-4-(N-(n-butyl)anilino)pyrimidine (570 mg, 2.18 mmol) was dissolved in n-butanol (4 ml) and 4-[3-(N,N-dimethyl)amino-2-hydroxypropoxy]aniline dihydrochloride (Reference Example D-1; 554 mg, 1.97 mmol) was added. The resulting suspension was treated with methanol until all the solid dissolved. The reaction mixture was heated at 95° C. for 12 hours and allowed to cool to ambient temperature. The reaction mixture was then basified to pH 9–10 using methanolic ammonia and then evaporated onto... As a reaction SMILES: Cl[C:2]1[N:7]=[C:6]([N:8]([CH2:15][CH2:16][CH2:17][CH3:18])[C:9]2[CH:14]=[CH:13][CH:12]=[CH:11][CH:10]=2)[CH:5]=[CH:4][N:3]=1.Cl.Cl.[CH3:21][N:22]([CH2:24][CH:25]([OH:35])[CH2:26][O:27][C:28]1[CH:34]=[CH:33][C:31]([NH2:32])=[CH:30][CH:29]=1)[CH3:23].CO.N>C(O)CCC>[CH3:23][N:22]([CH2:24][CH:25]([OH:35])[CH2:26][O:27][C:28]1[CH:29]=[CH:30][C:31]([NH:32][C:2]2[N:7]=[C:6]([N:8]([CH2:15][CH2:16][CH2:17][CH3:18])[C:9]3[CH:14]=[CH:13][CH:12]=[CH:11][CH:10]=3)[CH:5]=[CH:4][N:3]=2)=[CH:33][CH:34]=1)[CH3:21] |f:1.2.3|. Run in C(CCC)O (n-butanol). Reactants: N (ammonia), ClC1=NC=CC(=N1)N(C1=CC=CC=C1)CCCC (2-Chloro-4-(N-(n-butyl)anilino)pyrimidine), CO (methanol), Cl.Cl.CN(C)CC(COC1=CC=C(N)C=C1)O (4-[3-(N,N-dimethyl)amino-2-hydroxypropoxy]aniline dihydrochloride). Reaction conditions: temperature 95 celsius. Yield: 15.2%. Starting materials: Cl.FC=1C=C(C(=O)Cl)C=CC1NCCCCCCCCCCCCCCCC (3-fluoro-4-(hexadecylamino)benzoyl chloride hydrochloride), CS(=O)(=O)N (methanesulfonamide). Run in N1=CC=CC=C1 (pyridine). Yields the product FC=1C=C(C(=O)NS(=O)(=O)C)C=CC1NCCCCCCCCCCCCCCCC (N-[3-fluoro-4-(hexadecylamino)benzoyl]methanesulfonamide). As a reaction SMILES: Cl.[F:2][C:3]1[CH:4]=[C:5]([CH:9]=[CH:10][C:11]=1[NH:12][CH2:13][CH2:14][CH2:15][CH2:16][CH2:17][CH2:18][CH2:19][CH2:20][CH2:21][CH2:22][CH2:23][CH2:24][CH2:25][CH2:26][CH2:27][CH3:28])[C:6](Cl)=[O:7].[CH3:29][S:30]([NH2:33])(=[O:32])=[O:31]>N1C=CC=CC=1>[F:2][C:3]1[CH:4]=[C:5]([CH:9]=[CH:10][C:11]=1[NH:12][CH2:13][CH2:14][CH2:15][CH2:16][CH2:17][CH2:18][CH2:19][CH2:20][CH2:21][CH2:22][CH2:23][CH2:24][CH2:25][CH2:26][CH2:27][CH3:28])[C:6]([NH:33][S:30]([CH3:29])(=[O:32])=[O:31])=[O:7] |f:0.1|. Procedure: A solution of 25.2 g. of 3-fluoro-4-(hexadecylamino)benzoyl chloride hydrochloride and 5.6 g. of methanesulfonamide in 250 ml. of pyridine is stirred under reflux for 2 hours and then concentrated in vacuo. The residue is partitioned between water and diethyl ether; the aqueous layer acidified with 1 N HCl, and the organic layer separated, dried (MgSO4), and evaporated. Crystallization of the residual white solid from 60% aqueous acetic acid and then from methylene chloridehexane affords N-[3-fl... Reactants: O=C([O-])[O-], CC(C)(C)C(=O)OCc1nc(C(=O)O)cs1, CO, [K+], [K+], O. The product is O=C(O)c1csc(CO)n1. RXN SMILES: [C:17](=[O:18])([O-:19])[O-:20].[CH3:1][C:2]([CH3:3])([CH3:4])[C:15]([O:5][CH2:6][c:7]1[s:8][cH:9][c:10]([C:12](=[O:13])[OH:14])[n:11]1)=[O:16].[CH3:23][OH:24].[K+:21].[K+:22].[OH2:25]>>[OH:5][CH2:6][c:7]1[s:8][cH:9][c:10]([C:12](=[O:13])[OH:14])[n:11]1. Starting materials: O=c1[nH]c(-c2ccc(Br)cc2)nc2cc(Cl)ccc12, CN(C)C=O, O=S(Cl)Cl. The product is Clc1ccc2c(Cl)nc(-c3ccc(Br)cc3)nc2c1. As a reaction SMILES: [Br:1][c:2]1[cH:3][cH:4][c:5](-[c:8]2[n:9][c:10]3[cH:11][c:12]([Cl:19])[cH:13][cH:14][c:15]3[c:16](=[O:18])[nH:17]2)[cH:6][cH:7]1.[CH3:24][N:25]([CH3:26])[CH:27]=[O:28].[S:20]([Cl:21])([Cl:22])=[O:23]>>[Br:1][c:2]1[cH:3][cH:4][c:5](-[c:8]2[n:9][c:10]3[cH:11][c:12]([Cl:19])[cH:13][cH:14][c:15]3[c:16]([Cl:22])[n:17]2)[cH:6][cH:7]1. Run at time 1 hour. Reactants: Cl (hydrochloric acid), NC=1SSC(N1)=S (3-amino-1,2,4-dithiazole-5-thione), CN1CCOCC1 (N-methylmorpholine), ON1N=NC2=C1C=CC=C2 (N-hydroxybenzotriazole), Cl.C(C)N=C=NCCCN(C)C (1-ethyl-3-(3′-dimethylaminopropyl)carbodiimide hydrochloride), C(C1=CC=CC=C1)N(CC(=O)O)S(=O)(=O)C1=CC=C(C=C1)OC (2-{benzyl[(4-methoxyphenyl)sulfonyl]amino}acetic acid). Reported procedure: N-methylmorpholine (0.79 ml, 7.15 mmol), N-hydroxybenzotriazole (1.10 g, 7.15 mmol) and 1-ethyl-3-(3′-dimethylaminopropyl)carbodiimide hydrochloride (1.37 g, 7.15 mmol) are added to a solution of 2-{benzyl[(4-methoxyphenyl)sulfonyl]amino}acetic acid (2.00 g, 5.96 mmol) in N,N-dimethylformamide (20 ml) while being cooled with ice, and stirred for 1 hour. Then, the mixture, with 3-amino-1,2,4-dithiazole-5-thione (1.08 g, 7.15 mmol) added thereto, was stirred for 5 hours at room temperature. The re... Yield: 31.7%. The product is C(C1=CC=CC=C1)N(CC(=O)NC1=NC(SS1)=S)S(=O)(=O)C1=CC=C(C=C1)OC (2-{benzyl[(4-methoxyphenyl)sulfonyl]amino}-N-(3-thioxo-3H-1,2,4-dithiazol-5-yl)acetoamide). As a reaction SMILES: CN1CCOCC1.ON1C2C=CC=CC=2N=N1.Cl.C(N=C=NCCCN(C)C)C.[CH2:30]([N:37]([S:42]([C:45]1[CH:50]=[CH:49][C:48]([O:51][CH3:52])=[CH:47][CH:46]=1)(=[O:44])=[O:43])[CH2:38][C:39](O)=[O:40])[C:31]1[CH:36]=[CH:35][CH:34]=[CH:33][CH:32]=1.[NH2:53][C:54]1[S:55][S:56][C:57](=[S:59])[N:58]=1.Cl>CN(C)C=O>[CH2:30]([N:37]([S:42]([C:45]1[CH:50]=[CH:49][C:48]([O:51][CH3:52])=[CH:47][CH:46]=1)(=[O:44])=[O:43])[CH2:38][C:39]([NH:53][C:54]1[S:55][S:56][C:57](=[S:59])[N:58]=1)=[O:40])[C:31]1[CH:36]=[CH:35][CH:34]=[CH:33][CH:32]=1 |f:2.3|. The solvent is CN(C=O)C (N,N-dimethylformamide). Starting materials: C(C)C1=C(C(=O)Cl)C=CC=C1 (2-Ethylbenzoyl chloride), [H-].[Na+] (Sodium hydride), ice, C(C=C)C(C(=O)OC(C)(C)C)C(=O)OCC (t-butyl ethyl 2-allylmalonate). Solvent: CN(C)C=O (DMF). Reaction conditions: time 45 minute. Product: C(C=C)C(C(=O)OC(C)(C)C)(C(=O)OCC)C(C1=C(C=CC=C1)CC)=O (t-butyl ethyl 2-allyl-2-(2-ethylbenzoyl)malonate). Yield: 67.6%. Reaction SMILES: [H-].[Na+].[CH2:3]([CH:6]([C:14]([O:16][CH2:17][CH3:18])=[O:15])[C:7]([O:9][C:10]([CH3:13])([CH3:12])[CH3:11])=[O:8])[CH:4]=[CH2:5].[CH2:19]([C:21]1[CH:29]=[CH:28][CH:27]=[CH:26][C:22]=1[C:23](Cl)=[O:24])[CH3:20]>CN(C=O)C>[CH2:3]([C:6]([C:23](=[O:24])[C:22]1[CH:26]=[CH:27][CH:28]=[CH:29][C:21]=1[CH2:19][CH3:20])([C:14]([O:16][CH2:17][CH3:18])=[O:15])[C:7]([O:9][C:10]([CH3:12])([CH3:13])[CH3:11])=[O:8])[CH:4]=[CH2:5] |f:0.1|. Procedure: Sodium hydride (2.8 g., 50% w/w dispersion in mineral oil) was added over 15 minutes to an ice cooled solution of t-butyl ethyl 2-allylmalonate (13.4 g.) in dry DMF (120 ml.) under nitrogen. The mixture was stirred at room temperature for 45 minutes and cooled to 0° C. 2-Ethylbenzoyl chloride (10.1 g.) was added over 2 minutes and the mixture stirred at room temperature for 18 hours. The DMF was evaporated and the residue shaken with water (100 ml.) and ethyl acetate (200 ml.). The ethyl acetate...